Dataset: the Open Reaction Database (ORD), a public repository of structured organic reaction records. Task: describe an organic reaction: reactants, conditions, products, and yield As a reaction SMILES: [CH:16]1([C:21]2([CH2:29][CH2:30][c:31]3[cH:32][cH:33][c:34]([O:37][CH3:38])[cH:35][cH:36]3)[CH2:22][C:23](=[O:28])[CH2:24][C:25](=[O:27])[O:26]2)[CH2:17][CH2:18][CH2:19][CH2:20]1.[Cl:1][CH2:2][c:3]1[cH:4][c:5](=[O:15])[nH:6][c:7](-[c:9]2[n:10][cH:11][cH:12][cH:13][cH:14]2)[n:8]1.[OH2:39]>>[CH2:2]([c:3]1[cH:4][c:5](=[O:15])[nH:6][c:7](-[c:9]2[n:10][cH:11][cH:12][cH:13][cH:14]2)[n:8]1)[C:24]1=[C:23]([OH:28])[CH2:22][C:21]([CH:16]2[CH2:17][CH2:18][CH2:19][CH2:20]2)([CH2:29][CH2:30][c:31]2[cH:32][cH:33][c:34]([O:37][CH3:38])[cH:35][cH:36]2)[O:26][C:25]1=[O:27]. Starting materials: COc1ccc(CCC2(C3CCCC3)CC(=O)CC(=O)O2)cc1, O=c1cc(CCl)nc(-c2ccccn2)[nH]1, O. Yields the product COc1ccc(CCC2(C3CCCC3)CC(O)=C(Cc3cc(=O)[nH]c(-c4ccccn4)n3)C(=O)O2)cc1. Reactants: CCOC(N)=O, CCO, Clc1ccccc1, Nc1ccc(Cl)cc1, NC(N)=O. Product: CCOC(=O)Nc1ccc(Cl)cc1. Reaction SMILES: [CH3:13][CH2:14][O:15][C:16]([NH2:17])=[O:18].[CH3:19][CH2:20][OH:21].[Cl:22][c:23]1[cH:24][cH:25][cH:26][cH:27][cH:28]1.[NH2:1][c:2]1[cH:3][cH:4][c:5]([Cl:6])[cH:7][cH:8]1.[NH2:9][C:10](=[O:11])[NH2:12]>>[NH:1]([c:2]1[cH:3][cH:4][c:5]([Cl:6])[cH:7][cH:8]1)[C:16]([O:15][CH2:14][CH3:13])=[O:18]. Reactants: Br.N[C@H]1[C@@H](SC2=C(NC1=O)C=CC=C2)C=2SC=CC2 (trans-3-amino-2-(2-thienyl)-2,3-dihydro-1,5-benzothiazepin-4(5H)-one hydrobromide), [H-].[Na+] (sodium hydride), BrCC(=O)OCC (ethyl bromoacetate). Run in CN(C=O)C (dimethylformamide). Conditions: temperature 10 celsius, time 2 hour. The product is N[C@H]1[C@@H](SC2=C(N(C1=O)CC(=O)OCC)C=CC=C2)C=2SC=CC2 (ethyl trans-3-amino-4-oxo-2-(2-thienyl)-2,3,4,5-tetrahydro-1,5-benzothiazepine-5-acetate). The yield is 64.7%. RXN SMILES: Br.[NH2:2][C@@H:3]1[C:9](=[O:10])[NH:8][C:7]2[CH:11]=[CH:12][CH:13]=[CH:14][C:6]=2[S:5][C@H:4]1[C:15]1[S:16][CH:17]=[CH:18][CH:19]=1.[H-].[Na+].Br[CH2:23][C:24]([O:26][CH2:27][CH3:28])=[O:25]>CN(C)C=O>[NH2:2][C@@H:3]1[C:9](=[O:10])[N:8]([CH2:23][C:24]([O:26][CH2:27][CH3:28])=[O:25])[C:7]2[CH:11]=[CH:12][CH:13]=[CH:14][C:6]=2[S:5][C@H:4]1[C:15]1[S:16][CH:17]=[CH:18][CH:19]=1 |f:0.1,2.3|. Procedure details: With 100 ml of dimethylformamide is mixed 12.2 g of trans-3-amino-2-(2-thienyl)-2,3-dihydro-1,5-benzothiazepin-4(5H)-one hydrobromide, and 2.7 g of 60% sodium hydride is added to the mixture under ice-cooling. The reaction temperature is gradually elevated to room temperature. The mixture is stirred for 2 hours. After the reaction mixture is cooled again to about 10° C., 5.7 g of ethyl bromoacetate is added dropwise. The reaction temperature is elevated to room temperature, and thereafter the mi... Starting materials: C(C)(C)(C)OC(=O)N1C(CCC1)C#CC1=CC=C(C=C1)C(=O)OCC (1-(tert-butoxycarbonyl)-2-[2-(4-ethoxycarbonylphenyl)ethynyl]pyrrolidine), C(=O)(C(F)(F)F)O (TFA). Run in C(Cl)Cl (CH2Cl2). Conditions: time 8 hour. The product is C(C)OC(=O)C1=CC=C(C=C1)C#CC1NCCC1 (2-[2-(4-ethoxycarbonylphenyl)ethynyl]pyrrolidine). The yield is 100.2%. As a reaction SMILES: C(OC([N:8]1[CH2:12][CH2:11][CH2:10][CH:9]1[C:13]#[C:14][C:15]1[CH:20]=[CH:19][C:18]([C:21]([O:23][CH2:24][CH3:25])=[O:22])=[CH:17][CH:16]=1)=O)(C)(C)C.C(O)(C(F)(F)F)=O>C(Cl)Cl>[CH2:24]([O:23][C:21]([C:18]1[CH:19]=[CH:20][C:15]([C:14]#[C:13][CH:9]2[CH2:10][CH2:11][CH2:12][NH:8]2)=[CH:16][CH:17]=1)=[O:22])[CH3:25]. Procedure: To a stirred solution of 1-(tert-butoxycarbonyl)-2-[2-(4-ethoxycarbonylphenyl)ethynyl]pyrrolidine (2.75 g, 8 mmol) in CH2Cl2 (5 ml) was added TFA (5 mL), and the resulting mixture was stirred overnight. The mixture was concentrated in vacuo and made basic with sat. NaHCO3 and extracted with CHCl3. The extract was washed with brine, dried over MgSO4, evaporated to give 1.95 g (q.y.) 2-[2-(4-ethoxycarbonylphenyl)ethynyl]pyrrolidine as a light yellow oil. 1H-NMR (CDCl3) δ1.38 (3 H, t, J=6.8 Hz), 1.... Starting materials: F[B-](F)(F)F, CO, CCN(C(C)C)C(C)C, CC(NC(=O)c1ccc(C(=O)O)c(Cl)c1)c1nc2cc(Cl)ccc2[nH]1, Cl, ClCCl, c1cn(CC2CCCN2)cn1, C1CCOC1, CN(C)C(On1nnc2ccccc21)=[N+](C)C. Yields the product CC(NC(=O)c1ccc(C(=O)N2CCCC2Cn2ccnc2)c(Cl)c1)c1nc2cc(Cl)ccc2[nH]1. As a reaction SMILES: [B-:26]([F:27])([F:28])([F:29])[F:30].[CH3:74][OH:75].[CH:48]([N:49]([CH:50]([CH3:51])[CH3:52])[CH2:53][CH3:54])([CH3:55])[CH3:56].[Cl:1][c:2]1[c:3]([C:4](=[O:5])[OH:6])[cH:7][cH:8][c:9]([C:11](=[O:12])[NH:13][CH:14]([CH3:15])[c:16]2[n:17][c:18]3[c:19]([nH:20]2)[cH:21][cH:22][c:23]([Cl:25])[cH:24]3)[cH:10]1.[Cl:68].[Cl:76][CH2:77][Cl:78].[NH:57]1[CH:58]([CH2:62][n:63]2[cH:64][n:65][cH:66][cH:67]2)[CH2:59][CH2:60][CH2:61]1.[O:69]1[CH2:70][CH2:71][CH2:72][CH2:73]1.[n:31]1([O:32][C:33]([N:34]([CH3:35])[CH3:36])=[N+:37]([CH3:38])[CH3:39])[c:40]2[cH:41][cH:42][cH:43][cH:44][c:45]2[n:46][n:47]1>>[Cl:1][c:2]1[c:3]([C:4](=[O:6])[N:57]2[CH:58]([CH2:62][n:63]3[cH:64][n:65][cH:66][cH:67]3)[CH2:59][CH2:60][CH2:61]2)[cH:7][cH:8][c:9]([C:11](=[O:12])[NH:13][CH:14]([CH3:15])[c:16]2[n:17][c:18]3[c:19]([nH:20]2)[cH:21][cH:22][c:23]([Cl:25])[cH:24]3)[cH:10]1. The reactants are COCCOC, C(=NC1CCCCC1)=NC1CCCCC1, COc1ccc2c(c1)c(CC(=O)O)c(C)n2-c1ncnc2cc(Cl)ccc12, Oc1ccccc1. The product is COc1ccc2c(c1)c(CC(=O)Oc1ccccc1)c(C)n2-c1ncnc2cc(Cl)ccc12. As a reaction SMILES: [CH3:50][O:51][CH2:52][CH2:53][O:54][CH3:55].[CH:35]1([N:36]=[C:37]=[N:38][CH:39]2[CH2:40][CH2:41][CH2:42][CH2:43][CH2:44]2)[CH2:45][CH2:46][CH2:47][CH2:48][CH2:49]1.[Cl:8][c:9]1[cH:10][cH:11][c:12]2[c:13](-[n:19]3[c:20]([CH3:34])[c:21]([CH2:30][C:31](=[O:32])[OH:33])[c:22]4[cH:23][c:24]([O:28][CH3:29])[cH:25][cH:26][c:27]34)[n:14][cH:15][n:16][c:17]2[cH:18]1.[OH:1][c:2]1[cH:3][cH:4][cH:5][cH:6][cH:7]1>>[c:2]1([O:33][C:31]([CH2:30][c:21]2[c:20]([CH3:34])[n:19](-[c:13]3[c:12]4[cH:11][cH:10][c:9]([Cl:8])[cH:18][c:17]4[n:16][cH:15][n:14]3)[c:27]3[c:22]2[cH:23][c:24]([O:28][CH3:29])[cH:25][cH:26]3)=[O:32])[cH:3][cH:4][cH:5][cH:6][cH:7]1.